From a dataset of the Open Reaction Database (ORD), a public repository of structured organic reaction records. describe an organic reaction: reactants, conditions, products, and yield Reaction SMILES: [CH3:18][OH:19].[Cl:1][c:2]1[cH:3][c:4]([CH:11]2[CH2:12][CH2:13][S:14][CH2:15][CH2:16]2)[n:5][c:6]2[n:7]1[n:8][cH:9][cH:10]2.[NH3:17]>>[c:2]1([NH2:17])[cH:3][c:4]([CH:11]2[CH2:12][CH2:13][S:14][CH2:15][CH2:16]2)[n:5][c:6]2[n:7]1[n:8][cH:9][cH:10]2. Yields the product Nc1cc(C2CCSCC2)nc2ccnn12. Starting materials: CO, Clc1cc(C2CCSCC2)nc2ccnn12, N. Reactants: N1C(=O)NC=2N=CNC2C1=O (xanthine), P12(=S)SP3(=S)SP(=S)(S1)SP(=S)(S2)S3 (phosphorus pentasulfide), [OH-].[Na+] (NaOH). The solvent is N1=CC=CC=C1 (pyridine). Product: N1C(=O)NC=2N=CNC2C1=S (6-thioxanthine). The yield is 354.5%. RXN SMILES: [NH:1]1[C:10](=O)[C:9]2[NH:8][CH:7]=[N:6][C:5]=2[NH:4][C:2]1=[O:3].P12(SP3(SP(SP(S3)(S1)=S)(=S)S2)=S)=[S:13].[OH-].[Na+]>N1C=CC=CC=1>[NH:1]1[C:10](=[S:13])[C:9]2[NH:8][CH:7]=[N:6][C:5]=2[NH:4][C:2]1=[O:3] |f:2.3|. Procedure: 6.59 g (19 mM) of xanthine and 5.07 g (22.8 mM) of phosphorus pentasulfide were heated under reflux in 102 ml of pyridine for 3 days. At 0° C., 25.1 ml of 2N NaOH were added. The solid was filtered off and washed with pyridine. The solvents were evaporated in vacuo, the residue suspended in water, collected, redissolved in 100 ml of 1N NaOH and 50 ml of isopropanol, treated twice with 0.3 g of charcoal, filtered and neutralized with 5N HCl to pH 7. The isopropanol was removed in vacuo and the so... Reactants: CC(=O)OC(C)=O, ClC(Cl)Cl, Cc1ccc(S(=O)(=O)N2Cc3ccc(CN)cc3C2)cc1. Yields the product CC(=O)NCc1ccc2c(c1)CN(S(=O)(=O)c1ccc(C)cc1)C2. Reaction SMILES: [CH3:22][C:23](=[O:24])[O:25][C:26](=[O:27])[CH3:28].[CH:29]([Cl:30])([Cl:31])[Cl:32].[c:1]1([CH3:21])[cH:2][cH:3][c:4]([S:7](=[O:8])(=[O:9])[N:10]2[CH2:11][c:12]3[cH:13][cH:14][c:15]([CH2:19][NH2:20])[cH:16][c:17]3[CH2:18]2)[cH:5][cH:6]1>>[c:1]1([CH3:21])[cH:2][cH:3][c:4]([S:7](=[O:8])(=[O:9])[N:10]2[CH2:11][c:12]3[cH:13][cH:14][c:15]([CH2:19][NH:20][C:23]([CH3:22])=[O:24])[cH:16][c:17]3[CH2:18]2)[cH:5][cH:6]1.